Dataset: the Open Reaction Database (ORD), a public repository of structured organic reaction records. Task: describe an organic reaction: reactants, conditions, products, and yield Starting materials: C(#N)C1=CC(=C(C=C1)N1C(N(C=2C=NC=3C=C(C(=CC3C21)OC(CNC(OCC[Si](C)(C)C)=O)C=2SC=CC2)OC)C)=O)F (2-trimethylsilanylethyl {2-[1-(4-cyano-2-fluorophenyl)-7-methoxy-3-methyl-2-oxo-2,3-dihydro-1H-imidazo[4,5-c]quinolin-8-yloxy]-2-thiophen-2-ylethyl}carbamate), FC=1C=C(C#N)C=CC1N1C(N(C=2C=NC=3C=C(C(=CC3C21)O)OC)C)=O (3-fluoro-4-(8-hydroxy-7-methoxy-3-methyl-2-oxo-2,3-dihydroimidazo[4,5-c]quinolin-1-yl)benzonitrile), C1(=CC=CC=C1)P(C1=CC=CC=C1)C1=CC=CC=C1 (triphenylphosphine), S1C=NC=C1CO (thiazol-5-ylmethanol), N(=NC(=O)OC(C)C)C(=O)OC(C)C (diisopropyl azodicarboxylate). The solvent is O1CCCC1 (tetrahydrofuran). Product: FC=1C=C(C#N)C=CC1N1C(N(C=2C=NC=3C=C(C(=CC3C21)OCC2=CN=CS2)OC)C)=O (3-fluoro-4-[7-methoxy-3-methyl-2-oxo-8-(thiazol-5-ylmethoxy)-2,3-dihydroimidazo-[4,5-c]quinolin-1-yl]benzonitrile). As a reaction SMILES: [C:1]([C:3]1[CH:8]=[CH:7][C:6]([N:9]2[C:21]3[C:20]4[CH:19]=[C:18]([O:22][CH:23]([C:35]5[S:36]C=C[CH:39]=5)CNC(=O)OCC[Si](C)(C)C)[C:17]([O:40][CH3:41])=[CH:16][C:15]=4[N:14]=[CH:13][C:12]=3[N:11]([CH3:42])[C:10]2=[O:43])=[C:5]([F:44])[CH:4]=1)#[N:2].FC1C=C(C=CC=1N1C2C3C=C(O)C(OC)=CC=3N=CC=2N(C)C1=O)[C:49]#[N:50].C1(P(C2C=CC=CC=2)C2C=CC=CC=2)C=CC=CC=1.S1C(CO)=CN=C1.N(C(OC(C)C)=O)=NC(OC(C)C)=O>O1CCCC1>[F:44][C:5]1[CH:4]=[C:3]([CH:8]=[CH:7][C:6]=1[N:9]1[C:21]2[C:20]3[CH:19]=[C:18]([O:22][CH2:23][C:35]4[S:36][CH:49]=[N:50][CH:39]=4)[C:17]([O:40][CH3:41])=[CH:16][C:15]=3[N:14]=[CH:13][C:12]=2[N:11]([CH3:42])[C:10]1=[O:43])[C:1]#[N:2]. Reported procedure: For the preparation, see also synthesis of 2-trimethylsilanylethyl {2-[1-(4-cyano-2-fluorophenyl)-7-methoxy-3-methyl-2-oxo-2,3-dihydro-1H-imidazo[4,5-c]quinolin-8-yloxy]-2-thiophen-2-ylethyl}carbamate under Example 3b: 3-fluoro-4-(8-hydroxy-7-methoxy-3-methyl-2-oxo-2,3-dihydroimidazo[4,5-c]quinolin-1-yl)benzonitrile (63 mg, 173 μmol), triphenylphosphine (polymer-bound) (294 mg, 1.12 mmol), thiazol-5-ylmethanol (62 mg, 540 μmol), diisopropyl azodicarboxylate (166 μl, 845 μmol) in tetrahydrofuran ...